This data is from the Open Reaction Database (ORD), a public repository of structured organic reaction records. The task is: describe an organic reaction: reactants, conditions, products, and yield Reactants: COC1=CC=C2C=CC(N(C2=C1)CCCC1(CCN(CC1)CCSC1=CC=CC=C1)C(=O)OCC)=O (ethyl 4-(3-(7-methoxy-2-oxoquinolin-1(2H)-yl)propyl)-1-(2-(phenylthio)ethyl)piperidine-4-carboxylate), [OH-].[Na+] (sodium hydroxide). The solvent is C(C)O (ethanol). The product is COC1=CC=C2C=CC(N(C2=C1)CCCC1(CCN(CC1)CCSC1=CC=CC=C1)C(=O)O)=O (4-(3-(7-methoxy-2-oxoquinolin-1(2H)-yl)propyl)-1-(2-(phenylthio)ethyl)piperidine-4-carboxylic acid). The yield is 29.4%. RXN SMILES: [CH3:1][O:2][C:3]1[CH:12]=[C:11]2[C:6]([CH:7]=[CH:8][C:9](=[O:36])[N:10]2[CH2:13][CH2:14][CH2:15][C:16]2([C:31]([O:33]CC)=[O:32])[CH2:21][CH2:20][N:19]([CH2:22][CH2:23][S:24][C:25]3[CH:30]=[CH:29][CH:28]=[CH:27][CH:26]=3)[CH2:18][CH2:17]2)=[CH:5][CH:4]=1.[OH-].[Na+]>C(O)C>[CH3:1][O:2][C:3]1[CH:12]=[C:11]2[C:6]([CH:7]=[CH:8][C:9](=[O:36])[N:10]2[CH2:13][CH2:14][CH2:15][C:16]2([C:31]([OH:33])=[O:32])[CH2:17][CH2:18][N:19]([CH2:22][CH2:23][S:24][C:25]3[CH:26]=[CH:27][CH:28]=[CH:29][CH:30]=3)[CH2:20][CH2:21]2)=[CH:5][CH:4]=1 |f:1.2|. Reported procedure: To 1.5 mL of an ethanol solution containing 90 mg of ethyl 4-(3-(7-methoxy-2-oxoquinolin-1(2H)-yl)propyl)-1-(2-(phenylthio)ethyl)piperidine-4-carboxylate, 0.5 mL of 20% aqueous sodium hydroxide solution was added and refluxed with heating for 3 hours and 10 min. After the reaction mixture was cooled to room temperature, the solvent was removed under reduced pressure, water was added, and adjusted to pH 6.5 with 6.0 mol/L hydrochloric acid. The resulting solid was filtered to give 25 mg of 4-(3-(... The reactants are C(CCC=O)=O (Succinaldehyde), N1[C@H](C(=O)O)CCC1 ((S)-Proline), [Bn2NH2][OCOCF3], C1CCOC1 (THF). The solvent is CC1CCCO1 (2-MeTHF). Run at time 20 hour. Product: OC1C[C@H]2[C@@H](O1)CC(=C2)C=O ((3aR,6aS)-2-Hydroxy-3,3a,6,6a-tetrahydro-2H-cyclopenta[b]furan-5-carbaldehyde). As a reaction SMILES: C(=O)[CH2:2][CH2:3][CH:4]=[O:5].N1[CH2:14][CH2:13][CH2:12][C@H:8]1[C:9]([OH:11])=[O:10].C1COCC1>CC1OCCC1>[OH:10][CH:9]1[O:11][C@H:13]2[CH2:14][C:3]([CH:4]=[O:5])=[CH:2][C@H:12]2[CH2:8]1. Procedure details: The solution of succinaldehyde 8 from the first step (109.5 g, 1.272 mol) in 2-MeTHF was stirred at r.t. (S)-Proline (2.93 g, 25.4 mmol, 0.02 eq.) was added as a solid and the reaction stirred at r.t. for 20 h. THF (650 ml) was added, followed by [Bn2NH2][OCOCF3] (8.43 g, 25.4 mmol, 0.02 eq.). The reaction was stirred for a further 14 h. Celite (60 g) was added to the reaction and the volume of the reaction mixture was reduced by ¾ under reduced pressure. tert-Butyl methyl ether (TBME) (an equal... The reactants are [N+](=O)([O-])C1=CC=C(C=C1)C=1OCC(NN1)=O (2-p-nitrophenyl-4H,6H-1,3,4-oxadiazin-5-one). The reagents and catalysts are [Pd] (palladium-on-charcoal). The solvent is C(C)(=O)OCC (ethyl acetate). Yields the product NC1=CC=C(C=C1)C=1OCC(NN1)=O (2-p-aminophenyl-4H,6H-1,3,4-oxadiazin-5-one). As a reaction SMILES: [N+:1]([C:4]1[CH:9]=[CH:8][C:7]([C:10]2[O:11][CH2:12][C:13](=[O:16])[NH:14][N:15]=2)=[CH:6][CH:5]=1)([O-])=O>C(OCC)(=O)C.[Pd]>[NH2:1][C:4]1[CH:5]=[CH:6][C:7]([C:10]2[O:11][CH2:12][C:13](=[O:16])[NH:14][N:15]=2)=[CH:8][CH:9]=1. Procedure details: A solution of 2-p-nitrophenyl-4H,6H-1,3,4-oxadiazin-5-one (Example 17; 2.2 g.) in ethyl acetate (250 ml.) was hydrogenated in the presence of a 5% palladium-on-charcoal catalyst at laboratory temperature and atmospheric pressure until 670 ml. of hydrogen had been absorbed. The mixture was filtered and the filtrate was evaporated to dryness. There was thus obtained as solid residue 2-p-aminophenyl-4H,6H-1,3,4-oxadiazin-5-one, m.p. 253°-255° C. (with decomposition). The reactants are [BH3-]C#N, Cn1nc(-c2cccc(-n3ncc4cc(C(C)(C)C)cc(F)c4c3=O)c2CO)cc(Nc2ccc(N3CC4(CNC4)C3)cn2)c1=O, C=O, CO, [Na+]. The product is CN1CC2(C1)CN(c1ccc(Nc3cc(-c4cccc(-n5ncc6cc(C(C)(C)C)cc(F)c6c5=O)c4CO)nn(C)c3=O)nc1)C2. RXN SMILES: [C:49]([BH3-:50])#[N:51].[CH2:1]1[N:2]([c:8]2[cH:9][cH:10][c:11]([NH:14][c:15]3[cH:16][c:17](-[c:23]4[c:24]([CH2:45][OH:46])[c:25](-[n:29]5[c:30](=[O:44])[c:31]6[c:32]([F:43])[cH:33][c:34]([C:39]([CH3:40])([CH3:41])[CH3:42])[cH:35][c:36]6[cH:37][n:38]5)[cH:26][cH:27][cH:28]4)[n:18][n:19]([CH3:22])[c:20]3=[O:21])[n:12][cH:13]2)[CH2:3][C:4]12[CH2:5][NH:6][CH2:7]2.[CH2:47]=[O:48].[CH3:53][OH:54].[Na+:52]>>[CH2:1]1[N:2]([c:8]2[cH:9][cH:10][c:11]([NH:14][c:15]3[cH:16][c:17](-[c:23]4[c:24]([CH2:45][OH:46])[c:25](-[n:29]5[c:30](=[O:44])[c:31]6[c:32]([F:43])[cH:33][c:34]([C:39]([CH3:40])([CH3:41])[CH3:42])[cH:35][c:36]6[cH:37][n:38]5)[cH:26][cH:27][cH:28]4)[n:18][n:19]([CH3:22])[c:20]3=[O:21])[n:12][cH:13]2)[CH2:3][C:4]12[CH2:5][N:6]([CH3:49])[CH2:7]2. Reactants: CC(C)(C)OC(=O)NC1=NC(c2cc(NC(=O)c3ccc(C#N)cn3)ccc2F)(C(F)F)COC1, ClCCl, O=C(O)C(F)(F)F. The product is N#Cc1ccc(C(=O)Nc2ccc(F)c(C3(C(F)F)COCC(N)=N3)c2)nc1. RXN SMILES: [C:1]([O:2][C:3](=[O:4])[NH:7][C:8]1=[N:13][C:12]([CH:14]([F:15])[F:16])([c:17]2[c:18]([F:34])[cH:19][cH:20][c:21]([NH:23][C:24](=[O:25])[c:26]3[n:27][cH:28][c:29]([C:32]#[N:33])[cH:30][cH:31]3)[cH:22]2)[CH2:11][O:10][CH2:9]1)([CH3:5])([CH3:6])[CH3:35].[Cl:43][CH2:44][Cl:45].[F:36][C:37]([F:38])([F:39])[C:40]([OH:41])=[O:42]>>[NH2:7][C:8]1=[N:13][C:12]([CH:14]([F:15])[F:16])([c:17]2[c:18]([F:34])[cH:19][cH:20][c:21]([NH:23][C:24](=[O:25])[c:26]3[n:27][cH:28][c:29]([C:32]#[N:33])[cH:30][cH:31]3)[cH:22]2)[CH2:11][O:10][CH2:9]1.